From a dataset of the Open Reaction Database (ORD), a public repository of structured organic reaction records. describe an organic reaction: reactants, conditions, products, and yield Starting materials: O=C[O-], [NH4+], [Na+], CCOC(=O)COc1ccc(CCC(=O)c2cccnc2)cc1, O=C([O-])O. Yields the product CCOC(=O)COc1ccc(CCC(NC=O)c2cccnc2)cc1. As a reaction SMILES: [CH:24](=[O:25])[O-:26].[NH4+:27].[Na+:28].[O:1]=[C:2]([CH2:3][CH2:4][c:5]1[cH:6][cH:7][c:8]([O:9][CH2:10][C:11](=[O:12])[O:13][CH2:14][CH3:15])[cH:16][cH:17]1)[c:18]1[cH:19][n:20][cH:21][cH:22][cH:23]1.[OH:29][C:30](=[O:31])[O-:32]>>[CH:2]([CH2:3][CH2:4][c:5]1[cH:6][cH:7][c:8]([O:9][CH2:10][C:11](=[O:12])[O:13][CH2:14][CH3:15])[cH:16][cH:17]1)([c:18]1[cH:19][n:20][cH:21][cH:22][cH:23]1)[NH:27][CH:24]=[O:26].